From a dataset of the Open Reaction Database (ORD), a public repository of structured organic reaction records. describe an organic reaction: reactants, conditions, products, and yield The reactants are O (water), [N+](=O)([O-])C=1C=C(C=CC1)C1C(CCCC1)=O ((±)-2-(3-nitrophenyl)cyclohexanone), CN=C=S (methyl isothiocyanate), [H-].[Na+] (sodium hydride). The solvent is C(C)OCC (diethyl ether), CCCCCC (hexane), O1CCCC1 (tetrahydrofuran). Run at time 13 minute. The product is CNC(=S)C1(C(CCCC1)=O)C1=CC(=CC=C1)[N+](=O)[O-] ((±)-N-methyl-2-oxo-1-(3-nitrophenyl)-cyclohexanecarbothioamide). As a reaction SMILES: [N+:1]([C:4]1[CH:5]=[C:6]([CH:10]2[CH2:15][CH2:14][CH2:13][CH2:12][C:11]2=[O:16])[CH:7]=[CH:8][CH:9]=1)([O-:3])=[O:2].[CH3:17][N:18]=[C:19]=[S:20].[H-].[Na+].O>O1CCCC1.C(OCC)C.CCCCCC>[CH3:17][NH:18][C:19]([C:10]1([C:6]2[CH:7]=[CH:8][CH:9]=[C:4]([N+:1]([O-:3])=[O:2])[CH:5]=2)[CH2:15][CH2:14][CH2:13][CH2:12][C:11]1=[O:16])=[S:20] |f:2.3|. Procedure details: A solution of (±)-2-(3-nitrophenyl)cyclohexanone (1 g,4.5 mmol) and methyl isothiocyanate at 20° C. in tetrahydrofuran (15 ml) was treated with sodium hydride (120 mg, 5 mmol) added in one portion. The mixture was stirred vigorously. After 13 minutes, water (20 ml) was added and the mixture extracted with ethyl acetate (2×20ml). The combined organic extracts were dried over magnesium sulphate. Concentration in vacuo (30° C., 14 mmHg) afforded a crude oil (0.95 g) which was purified by flash chro... Reactants: ClC=1C2=C(N=CN1)N(C=C2)[C@H]2[C@H](OC(C)=O)[C@H](OC(CC)=O)[C@H](O2)COC(C)=O (4-Chloro-7-(2′-methyl-2′,3′,5′-tris-O-acetyl-β-D-ribofuranosyl)-7H-pyrrolo[2,3-d]pyrimidine), nucleoside, [N+](=O)(O)[O-] (HNO3), OS(=O)(=O)O (H2SO4). The solvent is C(Cl)Cl (DCM), ice water, C(Cl)Cl (DCM). Conditions: temperature 0 celsius, time 1.5 hour. The product is ClC=1C2=C(N=CN1)N(C=C2[N+](=O)[O-])[C@H]2[C@H](OC(C)=O)[C@H](OC(CC)=O)[C@H](O2)COC(C)=O (4-Chloro-7-(2′-methyl-2′,3′,5′-tris-O-acetyl-β-D-ribofuranosyl)-5-nitro-7H-pyrrolo[2,3-d]pyrimidine). Reaction SMILES: [Cl:1][C:2]1[C:3]2[CH:10]=[CH:9][N:8]([C@@H:11]3[O:24][C@H:23]([CH2:25][O:26][C:27](=[O:29])[CH3:28])[C@@H:17]([O:18][C:19](=[O:22])[CH2:20][CH3:21])[C@H:12]3[O:13][C:14](=[O:16])[CH3:15])[C:4]=2[N:5]=[CH:6][N:7]=1.[N+:30]([O-])([OH:32])=[O:31].OS(O)(=O)=O>C(Cl)Cl>[Cl:1][C:2]1[C:3]2[C:10]([N+:30]([O-:32])=[O:31])=[CH:9][N:8]([C@@H:11]3[O:24][C@H:23]([CH2:25][O:26][C:27](=[O:29])[CH3:28])[C@@H:17]([O:18][C:19](=[O:22])[CH2:20][CH3:21])[C@H:12]3[O:13][C:14](=[O:16])[CH3:15])[C:4]=2[N:5]=[CH:6][N:7]=1. Procedure: A solution of the product from Step 2 (700 mg, 1.64 mmol) in DCM was cooled to 0° C. in ice/water bath. Meanwhile fuming HNO3 (1 mL) and H2SO4 (1 mL) were premixed and added dropwise to a vigorously stirred DCM solution containing the protected nucleoside and the mixture. The solution was stirred at 0° C. for 1.5 hours then quenched by pouring into an ice cold saturated Na2CO3 solution (125 mL). The product was extracted with DCM and the organic layers were dried over Na2SO4 and concentrated in ... Reactants: COC1=CC(=CC=2COCOC21)C(C=2NC(N(N2)C2=NC=CC=N2)=O)NC2=CC=C(C=C2)C2=NOC(=N2)C (5-{(8-methoxy-4H-benzo[1,3]dioxin-6-yl)-[4-(5-methyl-[1,2,4]oxadiazol-3-yl)phenylamino]methyl}-2-pyrimidin-2-yl-2,4-dihydro-[1,2,4]triazol-3-one), O (water), C(C)(=O)O (acetic acid), FC(C(=O)O)(F)F.C(N)(=N)C1=CC=C(C=C1)NC(C1=NN(C(N1)=O)C1=C(C(=O)O)C=CC=C1)C1=C(C=C(C(=C1)OC)OC)F (2-{3-[(4-carbamimidoylphenylamino)-(2-fluoro-4,5-dimethoxyphenyl)methyl]5-oxo-4,5-dihydro-[1,2,4]triazol-1-yl}benzoic Acid trifluoroacetate), O (water), C(C)(=O)O (acetic acid). The reagents and catalysts are [Fe] (iron). The solvent is CO (methanol), CO (methanol). Reaction conditions: temperature 60 celsius, time 8 hour. Product: C(C)(=O)O.COC1=CC(=CC=2COCOC21)C(C2=NN(C(N2)=O)C2=NC=CC=N2)NC2=CC=C(C(=N)N)C=C2 (4-{[(8-methoxy-4H-benzo[1,3]dioxin-6-yl) -(5-oxo-1-pyrimidin-2-yl-4,5-dihydro-1H-[1,2,4]triazol-3-yl)methyl]amino}benzamidine Acetate). As a reaction SMILES: [CH3:1][O:2][C:3]1[C:12]2[O:11][CH2:10][O:9][CH2:8][C:7]=2[CH:6]=[C:5]([CH:13]([NH:26][C:27]2[CH:32]=[CH:31][C:30]([C:33]3[N:37]=C(C)O[N:34]=3)=[CH:29][CH:28]=2)[C:14]2[NH:15][C:16](=[O:25])[N:17]([C:19]3[N:24]=[CH:23][CH:22]=[CH:21][N:20]=3)[N:18]=2)[CH:4]=1.O.[C:40]([OH:43])(=[O:42])[CH3:41].FC(F)(F)C(O)=O.C(C1C=CC(NC(C2C=C(OC)C(OC)=CC=2F)C2NC(=O)N(C3C=CC=CC=3C(O)=O)N=2)=CC=1)(=N)N>CO.[Fe]>[C:40]([OH:43])(=[O:42])[CH3:41].[CH3:1][O:2][C:3]1[C:12]2[O:11][CH2:10][O:9][CH2:8][C:7]=2[CH:6]=[C:5]([CH:13]([NH:26][C:27]2[CH:32]=[CH:31][C:30]([C:33]([NH2:37])=[NH:34])=[CH:29][CH:28]=2)[C:14]2[NH:15][C:16](=[O:25])[N:17]([C:19]3[N:20]=[CH:21][CH:22]=[CH:23][N:24]=3)[N:18]=2)[CH:4]=1 |f:3.4,7.8|. Procedure: To a solution of 814 mg of 5-{(8-methoxy-4H-benzo[1,3]dioxin-6-yl)-[4-(5-methyl-[1,2,4]oxadiazol-3-yl)phenylamino]methyl}-2-pyrimidin-2-yl-2,4-dihydro-[1,2,4]triazol-3-one in 15 ml of a methanol:water:acetic acid=1:1:1 mixed solvent there was added 1g of iron powder, and the mixture was stirred overnight at 60° C. under a nitrogen atmosphere. After adding 7.5 ml of a methanol:water:acetic acid=1:1:1 mixed solvent to the reaction mixture, the mixture was further stirred at 60° C. for 5 hours. Aft... The reactants are COC(=O)c1cc(S(C)(=O)=O)c(Sc2ccc(S(F)(F)(F)(F)F)cc2)cc1C, CC(C)(C)[O-], [Cl-], Cl, [K+], NC(N)=[NH2+], CN(C)C=O, O. Product: Cc1cc(Sc2ccc(S(F)(F)(F)(F)F)cc2)c(S(C)(=O)=O)cc1C(=O)NC(=N)N. Reaction SMILES: [CH3:12][S:13](=[O:14])(=[O:15])[c:16]1[c:17]([S:27][c:28]2[cH:29][cH:30][c:31]([S:34]([F:35])([F:36])([F:37])([F:38])[F:39])[cH:32][cH:33]2)[cH:18][c:19]([CH3:26])[c:20]([C:21](=[O:22])[O:23][CH3:24])[cH:25]1.[CH3:1][C:2]([CH3:3])([O-:4])[CH3:5].[Cl-:7].[ClH:40].[K+:6].[NH2:8][C:9]([NH2:10])=[NH2+:11].[O:41]=[CH:42][N:43]([CH3:44])[CH3:45].[OH2:46]>>[NH:8]=[C:9]([NH2:10])[NH:11][C:21]([c:20]1[c:19]([CH3:26])[cH:18][c:17]([S:27][c:28]2[cH:29][cH:30][c:31]([S:34]([F:35])([F:36])([F:37])([F:38])[F:39])[cH:32][cH:33]2)[c:16]([S:13]([CH3:12])(=[O:14])=[O:15])[cH:25]1)=[O:22]. The reactants are COC(=O)c1ccc(-c2ccc(CCN(CC(O)c3cccnc3)C(=O)OC(C)(C)C)cc2)cc1OC1CCCCC1, CC(C)(C)[Si](C)(C)Cl, CN(C)C=O, Cl, c1c[nH]cn1. The product is COC(=O)c1ccc(-c2ccc(CCN(CC(O[Si](C)(C)C(C)(C)C)c3cccnc3)C(=O)OC(C)(C)C)cc2)cc1OC1CCCCC1. As a reaction SMILES: [C:1]([CH3:2])([CH3:3])([CH3:4])[O:5][C:6](=[O:7])[N:8]([CH2:9][CH2:10][c:11]1[cH:12][cH:13][c:14](-[c:17]2[cH:18][c:19]([O:27][CH:28]3[CH2:29][CH2:30][CH2:31][CH2:32][CH2:33]3)[c:20]([C:23](=[O:24])[O:25][CH3:26])[cH:21][cH:22]2)[cH:15][cH:16]1)[CH2:34][CH:35]([c:36]1[cH:37][n:38][cH:39][cH:40][cH:41]1)[OH:42].[C:48]([CH3:49])([CH3:50])([CH3:51])[Si:52]([Cl:53])([CH3:54])[CH3:55].[CH3:57][N:58]([CH3:59])[CH:60]=[O:61].[ClH:56].[nH:43]1[cH:44][cH:45][n:46][cH:47]1>>[C:1]([CH3:2])([CH3:3])([CH3:4])[O:5][C:6](=[O:7])[N:8]([CH2:9][CH2:10][c:11]1[cH:12][cH:13][c:14](-[c:17]2[cH:18][c:19]([O:27][CH:28]3[CH2:29][CH2:30][CH2:31][CH2:32][CH2:33]3)[c:20]([C:23](=[O:24])[O:25][CH3:26])[cH:21][cH:22]2)[cH:15][cH:16]1)[CH2:34][CH:35]([c:36]1[cH:37][n:38][cH:39][cH:40][cH:41]1)[O:42][Si:52]([C:48]([CH3:49])([CH3:50])[CH3:51])([CH3:54])[CH3:55]. Procedure details: A solution of 1.1 mL (15 mmol) of dimethyl sulfide in 170 mL of dichloromethane was cooled to -10° C. and 0.90 g (13 mmol) of chlorine was added through a sparge tube with cooling and stirring. Subsequently, 23.3 g (120 mmol) of 2,4,6-trichloroaniline and then 22 g (170 mmol) of quinoline were added with cooling and stirring. The resulting product was a mixture of the title compound and unreacted 2,4,6-trichloroaniline. Reaction SMILES: [CH3:1][S:2][CH3:3].ClCl.[Cl:6][C:7]1[CH:13]=[C:12]([Cl:14])[CH:11]=[C:10]([Cl:15])[C:8]=1[NH2:9].N1C2C(=CC=CC=2)C=CC=1>ClCCl>[Cl:6][C:7]1[CH:13]=[C:12]([Cl:14])[CH:11]=[C:10]([Cl:15])[C:8]=1[N:9]=[S:2]([CH3:3])[CH3:1]. The product is ClC1=C(C(=CC(=C1)Cl)Cl)N=S(C)C (N-(2,4,6-Trichlorophenyl)-S,S-dimethylsulfilimine). Run in ClCCl (dichloromethane). Starting materials: ClC1=C(N)C(=CC(=C1)Cl)Cl (2,4,6-trichloroaniline), CSC (dimethyl sulfide), ClCl (chlorine), ClC1=C(N)C(=CC(=C1)Cl)Cl (2,4,6-trichloroaniline), N1=CC=CC2=CC=CC=C12 (quinoline). The reactants are ClCCCBr, CCN(C(C)C)C(C)C, Fc1cc(C(F)(F)F)ccc1C12CNCC1C2, C1CCOC1. Product: Fc1cc(C(F)(F)F)ccc1C12CC1CN(CCCCl)C2. Reaction SMILES: [Br:18][CH2:19][CH2:20][CH2:21][Cl:22].[CH:28]([N:29]([CH:30]([CH3:31])[CH3:32])[CH2:33][CH3:34])([CH3:35])[CH3:36].[F:1][c:2]1[c:3]([C:12]23[CH2:13][NH:14][CH2:15][CH:16]2[CH2:17]3)[cH:4][cH:5][c:6]([C:8]([F:9])([F:10])[F:11])[cH:7]1.[O:23]1[CH2:24][CH2:25][CH2:26][CH2:27]1>>[F:1][c:2]1[c:3]([C:12]23[CH2:13][N:14]([CH2:19][CH2:20][CH2:21][Cl:22])[CH2:15][CH:16]2[CH2:17]3)[cH:4][cH:5][c:6]([C:8]([F:9])([F:10])[F:11])[cH:7]1.